From a dataset of the Open Reaction Database (ORD), a public repository of structured organic reaction records. describe an organic reaction: reactants, conditions, products, and yield Starting materials: O=C(Cl)c1ccccc1, ClC(Cl)Cl, O=C(O)Cc1cccs1. Yields the product O=C(O)Cc1ccc(C(=O)c2ccccc2)s1. As a reaction SMILES: [C:1]([c:2]1[cH:3][cH:4][cH:5][cH:6][cH:7]1)(=[O:8])[Cl:9].[CH:19]([Cl:20])([Cl:21])[Cl:22].[s:10]1[c:11]([CH2:15][C:16](=[O:17])[OH:18])[cH:12][cH:13][cH:14]1>>[C:1]([c:2]1[cH:3][cH:4][cH:5][cH:6][cH:7]1)(=[O:8])[c:14]1[s:10][c:11]([CH2:15][C:16](=[O:17])[OH:18])[cH:12][cH:13]1.